describe an organic reaction: reactants, conditions, products, and yield From a dataset of the Open Reaction Database (ORD), a public repository of structured organic reaction records. The reactants are C(C)C1=NC2=C(N1CC1=CC=C(C=C1)C=1C(=CC=CC1)C(=O)OC(C)(C)C)C=CC=C2 (tert.butyl 4'-[(2-ethyl-benzimidazol-1-yl)-methyl]biphenyl-2-carboxylate), FC(C(=O)O)(F)F (trifluoroacetic acid). Yields the product C(C)C1=NC2=C(N1CC1=CC=C(C=C1)C=1C(=CC=CC1)C(=O)O)C=CC=C2 (4'-[(2-Ethyl-benzimidazol-1-yl)-methyl]biphenyl-2-carboxylic acid). RXN SMILES: [CH2:1]([C:3]1[N:7]([CH2:8][C:9]2[CH:14]=[CH:13][C:12]([C:15]3[C:16]([C:21]([O:23]C(C)(C)C)=[O:22])=[CH:17][CH:18]=[CH:19][CH:20]=3)=[CH:11][CH:10]=2)[C:6]2[CH:28]=[CH:29][CH:30]=[CH:31][C:5]=2[N:4]=1)[CH3:2].FC(F)(F)C(O)=O>>[CH2:1]([C:3]1[N:7]([CH2:8][C:9]2[CH:10]=[CH:11][C:12]([C:15]3[C:16]([C:21]([OH:23])=[O:22])=[CH:17][CH:18]=[CH:19][CH:20]=3)=[CH:13][CH:14]=2)[C:6]2[CH:28]=[CH:29][CH:30]=[CH:31][C:5]=2[N:4]=1)[CH3:2]. Procedure: Prepared in analogous manner to Example 9 from tert.butyl 4'-[(2-ethyl-benzimidazol-1-yl)-methyl]biphenyl-2-carboxylate and trifluoroacetic acid. Starting materials: NC1=NNC=C1C#N (3-aminopyrazole-4-carbonitrile), CN(C=CC(=O)C=1C=C(C=CC1)NC(C)=O)C (N-[3-[3-(dimethylamino)-1-oxo-2-propenyl]phenyl]acetamide). Solvent: C(C)(=O)O (acetic acid). The product is C(#N)C=1C=NN2C1N=CC=C2C=2C=C(C=CC2)NC(C)=O (N-[3-(3-Cyanopyrazolo[1,5-a]pyrimidin-7-yl)phenyl]acetamide). As a reaction SMILES: [NH2:1][C:2]1[C:6]([C:7]#[N:8])=[CH:5][NH:4][N:3]=1.CN(C)[CH:11]=[CH:12][C:13]([C:15]1[CH:16]=[C:17]([NH:21][C:22](=[O:24])[CH3:23])[CH:18]=[CH:19][CH:20]=1)=O>C(O)(=O)C>[C:7]([C:6]1[CH:5]=[N:4][N:3]2[C:13]([C:15]3[CH:16]=[C:17]([NH:21][C:22](=[O:24])[CH3:23])[CH:18]=[CH:19][CH:20]=3)=[CH:12][CH:11]=[N:1][C:2]=12)#[N:8]. Procedure: A mixture of 6.0 g of 3-aminopyrazole-4-carbonitrile, 13.0 g of N-[3-[3-(dimethylamino)-1-oxo-2-propenyl]phenyl]acetamide and 100 ml of glacial acetic acid was heated at reflux for 4 hours. On standing at room temperature a precipitate formed. The precipitate was isolated, washed with hexane, then ether and dried. The solid was recrystallized from acetonitrile-N,N-dimethylformamide and gave the product of the example, mp 252°-254° C. Reactants: C1(=CC=C(C=C1)C1=CC2=C(NC(=N2)OC=2C=CC(=C(C(=O)OC)C2)C)C=C1Cl)C1=CC=CC=C1 (methyl 5-[(5-biphenyl-4-yl-6-chloro-1H-benzimidazol-2-yl)oxy]-2-methylbenzoate), [OH-].[Na+] (NaOH), Cl (HCl). Run in O (water), CO.O (MeOH water). Reaction conditions: temperature 70 celsius. The product is C1(=CC=C(C=C1)C1=CC2=C(NC(=N2)OC=2C=CC(=C(C(=O)O)C2)C)C=C1Cl)C1=CC=CC=C1 (5-[(5-biphenyl-4-yl-6-chloro-1H-benzimidazol-2-yl)oxy]-2-methylbenzoic acid). As a reaction SMILES: [C:1]1([C:29]2[CH:34]=[CH:33][CH:32]=[CH:31][CH:30]=2)[CH:6]=[CH:5][C:4]([C:7]2[C:27]([Cl:28])=[CH:26][C:10]3[NH:11][C:12]([O:14][C:15]4[CH:16]=[CH:17][C:18]([CH3:25])=[C:19]([CH:24]=4)[C:20]([O:22]C)=[O:21])=[N:13][C:9]=3[CH:8]=2)=[CH:3][CH:2]=1.[OH-].[Na+].Cl>CO.O.O>[C:1]1([C:29]2[CH:30]=[CH:31][CH:32]=[CH:33][CH:34]=2)[CH:2]=[CH:3][C:4]([C:7]2[C:27]([Cl:28])=[CH:26][C:10]3[NH:11][C:12]([O:14][C:15]4[CH:16]=[CH:17][C:18]([CH3:25])=[C:19]([CH:24]=4)[C:20]([OH:22])=[O:21])=[N:13][C:9]=3[CH:8]=2)=[CH:5][CH:6]=1 |f:1.2,4.5|. Procedure details: To a solution of methyl 5-[(5-biphenyl-4-yl-6-chloro-1H-benzimidazol-2-yl)oxy]-2-methylbenzoate (11 g, 23.46 mmol) in MeOH/water (1:1) (250 mL) was added NaOH (5 M in water) (23.46 mL, 117 mmol). The mixture was heated at 70° C. for 1 h. The mixture was then cooled, diluted with water and acidified with 2 M aqueous HCl. The precipitated white solid was filtered and dried to afford the title compound as a white powder. LCMS: calculated for C27H19ClN2O3 454.90, observed m/e 455.5 (M+H)+ (Rt 2.27/4... Reactants: CC(CC1=CN=C2N1C=CC=C2O)(C)[N+](=O)[O-] (3-(2-Methyl-2-nitropropyl)imidazo[1,2-a]pyridin-8-ol), ClCC(=O)OC(C)(C)C (tert-butyl chloroacetate), C([O-])([O-])=O.[K+].[K+] (potassium carbonate), [I-].[K+] (potassium iodide). Run in CC(CC)=O (2-butanone), Amine. The product is CC(CC1=CN=C2N1C=CC=C2OCC(=O)OC(C)(C)C)(C)[N+](=O)[O-] (tert-butyl [3-(2-methyl-2-nitropropyl)imidazo[1,2-a]pyridin-8-yloxy]-acetate). The yield is 80.8%. As a reaction SMILES: [CH3:1][C:2]([N+:15]([O-:17])=[O:16])([CH3:14])[CH2:3][C:4]1[N:8]2[CH:9]=[CH:10][CH:11]=[C:12]([OH:13])[C:7]2=[N:6][CH:5]=1.Cl[CH2:19][C:20]([O:22][C:23]([CH3:26])([CH3:25])[CH3:24])=[O:21].C(=O)([O-])[O-].[K+].[K+].[I-].[K+]>CC(=O)CC>[CH3:14][C:2]([N+:15]([O-:17])=[O:16])([CH3:1])[CH2:3][C:4]1[N:8]2[CH:9]=[CH:10][CH:11]=[C:12]([O:13][CH2:19][C:20]([O:22][C:23]([CH3:26])([CH3:25])[CH3:24])=[O:21])[C:7]2=[N:6][CH:5]=1 |f:2.3.4,5.6|. Procedure details: 3-(2-Methyl-2-nitropropyl)imidazo[1,2-a]pyridin-8-ol (1.0 g, 4.25 mmol), tert-butyl chloroacetate (964 mg, 6.4 mmol), potassium carbonate (590 mg, 4.27 mmol), and a small amount of potassium iodide in 2-butanone (30 ml) are reacted as described in Amine 9. The crude product residue is chromatographed on silica gel with dichloromethane/ethanol 9:1 to give 1.2 g of tert-butyl [3-(2-methyl-2-nitropropyl)imidazo[1,2-a]pyridin-8-yloxy]-acetate (81%). Reactants: Clc1ccsc1Br, CCC(CC)c1cc(C)nn2c(I)c(C)nc12, C1CCOC1, [Zn]. The product is CCC(CC)c1cc(C)nn2c(-c3sccc3Cl)c(C)nc12. As a reaction SMILES: [Br:1][c:2]1[s:3][cH:4][cH:5][c:6]1[Cl:7].[CH2:13]([CH3:14])[CH:15]([CH2:16][CH3:17])[c:18]1[c:19]2[n:20]([n:21][c:22]([CH3:24])[cH:23]1)[c:25]([I:29])[c:26]([CH3:28])[n:27]2.[CH2:8]1[O:9][CH2:10][CH2:11][CH2:12]1.[Zn:30]>>[c:2]1(-[c:25]2[n:20]3[c:19]([c:18]([CH:15]([CH2:13][CH3:14])[CH2:16][CH3:17])[cH:23][c:22]([CH3:24])[n:21]3)[n:27][c:26]2[CH3:28])[s:3][cH:4][cH:5][c:6]1[Cl:7].